Dataset: the Open Reaction Database (ORD), a public repository of structured organic reaction records. Task: describe an organic reaction: reactants, conditions, products, and yield RXN SMILES: [CH3:16][C:17]([CH3:18])([O-:19])[CH3:20].[CH3:1][O:2][C:3](=[O:4])[c:5]1[cH:6][n:7]([CH3:15])[c:8]2[cH:9][c:10]([Br:14])[cH:11][cH:12][c:13]12.[CH3:22][c:23]1[cH:24][cH:25][cH:26][cH:27][cH:28]1.[Na+:21]>>[O:2]=[C:3]([c:5]1[cH:6][n:7]([CH3:15])[c:8]2[cH:9][c:10]([Br:14])[cH:11][cH:12][c:13]12)[O:19][C:17]([CH3:16])([CH3:18])[CH3:20]. The reactants are CC(C)(C)[O-], COC(=O)c1cn(C)c2cc(Br)ccc12, Cc1ccccc1, [Na+]. Yields the product Cn1cc(C(=O)OC(C)(C)C)c2ccc(Br)cc21. Reported procedure: To a mixture of 5-carboxy-3-[2-chloro-4-methoxy-5-(1-methyl-1-phenyl-ethylsulfonyl)phenyl]-7-methyl-1,3-dihydro-2H-imidazo[4,5-b]pyridin-2-one (49 mg), potassium carbonate (17 mg) and potassium iodide (8 mg) in N,N-dimethylformamide (1 mL) was added 1-ethoxycarbonyloxyethyl chloride (0.015 mL), and the mixture was stirred at 60° C. for 2.5 hours. The reaction mixture was diluted with ethyl acetate, and the resulting mixture was washed with 1 mol/L hydrochloric acid, water and brine successively,... Run at temperature 60 celsius, time 2.5 hour. Solvent: CN(C=O)C (N,N-dimethylformamide), C(C)(=O)OCC (ethyl acetate). Reaction SMILES: [C:1]([C:4]1[N:9]=[C:8]2[N:10]([C:14]3[CH:19]=[C:18]([S:20]([C:23]([CH3:31])([C:25]4[CH:30]=[CH:29][CH:28]=[CH:27][CH:26]=4)[CH3:24])(=[O:22])=[O:21])[C:17]([O:32][CH3:33])=[CH:16][C:15]=3[Cl:34])[C:11](=[O:13])[NH:12][C:7]2=[C:6]([CH3:35])[CH:5]=1)([OH:3])=[O:2].C(=O)([O-])[O-].[K+].[K+].[I-].[K+].[CH2:44]([O:46][C:47]([O:49][CH:50](Cl)[CH3:51])=[O:48])[CH3:45]>CN(C)C=O.C(OCC)(=O)C>[Cl:34][C:15]1[CH:16]=[C:17]([O:32][CH3:33])[C:18]([S:20]([C:23]([CH3:24])([C:25]2[CH:26]=[CH:27][CH:28]=[CH:29][CH:30]=2)[CH3:31])(=[O:22])=[O:21])=[CH:19][C:14]=1[N:10]1[C:8]2=[N:9][C:4]([C:1]([O:3][CH:44]([O:46][C:47]([O:49][CH2:50][CH3:51])=[O:48])[CH3:45])=[O:2])=[CH:5][C:6]([CH3:35])=[C:7]2[NH:12][C:11]1=[O:13] |f:1.2.3,4.5|. Product: ClC1=C(C=C(C(=C1)OC)S(=O)(=O)C(C)(C1=CC=CC=C1)C)N1C(NC=2C1=NC(=CC2C)C(=O)OC(C)OC(=O)OCC)=O (3-[2-Chloro-4-methoxy-5-(1-methyl-1-phenylethylsulfonyl)phenyl]-5-[1-(ethoxycarbonyl-oxy)ethoxycarbonyl]-7-methyl-1,3-dihydro-2H-imidazo[4,5-b]pyridin-2-one). Reactants: C(C)OC(=O)OC(C)Cl (1-ethoxycarbonyloxyethyl chloride), C(=O)(O)C1=CC(=C2C(=N1)N(C(N2)=O)C2=C(C=C(C(=C2)S(=O)(=O)C(C)(C2=CC=CC=C2)C)OC)Cl)C (5-carboxy-3-[2-chloro-4-methoxy-5-(1-methyl-1-phenyl-ethylsulfonyl)phenyl]-7-methyl-1,3-dihydro-2H-imidazo[4,5-b]pyridin-2-one), C([O-])([O-])=O.[K+].[K+] (potassium carbonate), [I-].[K+] (potassium iodide). Starting materials: CN(C=O)C (N,N-dimethylformamide), ClC=1C=CC(=C(C1)NC1CCN(CC1)C(=O)OC(C)(C)C)O (tert-butyl 4-[(5-chloro-2-hydroxyphenyl)amino]piperidine-1-carboxylate), C([O-])([O-])=O.[Cs+].[Cs+] (cesium carbonate), BrC(C(=O)OC)(C)C (methyl 2-bromo-2-methylpropanoate). Solvent: O (water). Run at temperature 140 celsius, time 2 hour. The product is ClC=1C=CC2=C(N(C(C(O2)(C)C)=O)C2CCN(CC2)C(=O)OC(C)(C)C)C1 (tert-butyl 4-(6-chloro-2,2-dimethyl-3-oxo-2,3-dihydro-4H-1,4-benzoxazin-4-yl)piperidine-1-carboxylate). Reaction SMILES: CN(C)C=O.[Cl:6][C:7]1[CH:8]=[CH:9][C:10]([OH:27])=[C:11]([NH:13][CH:14]2[CH2:19][CH2:18][N:17]([C:20]([O:22][C:23]([CH3:26])([CH3:25])[CH3:24])=[O:21])[CH2:16][CH2:15]2)[CH:12]=1.C(=O)([O-])[O-].[Cs+].[Cs+].Br[C:35]([CH3:41])([CH3:40])[C:36](OC)=[O:37]>O>[Cl:6][C:7]1[CH:8]=[CH:9][C:10]2[O:27][C:35]([CH3:41])([CH3:40])[C:36](=[O:37])[N:13]([CH:14]3[CH2:19][CH2:18][N:17]([C:20]([O:22][C:23]([CH3:24])([CH3:26])[CH3:25])=[O:21])[CH2:16][CH2:15]3)[C:11]=2[CH:12]=1 |f:2.3.4|. Procedure: To a N,N-dimethylformamide solution (23 ml) of tert-butyl 4-[(5-chloro-2-hydroxyphenyl)amino]piperidine-1-carboxylate (1.15 g) were added at room temperature cesium carbonate (5.73 g) and methyl 2-bromo-2-methylpropanoate (1.27 g), followed by stirring at 140° C. for 2 hours. After the reaction solution was cooled to room temperature, water was added, and extracted with ethyl acetate. The organic layer was washed with saturated sodium chloride solution, dried over anhydrous sodium sulfate, and c... Reactants: ClCCCOC=1C(=CC2=C(C3=C(C(O2)=O)CCC3)C1)OC (8-(3-chloropropoxy)-2,3-dihydro-7-methoxy-cyclopenta[c][1]benzopyran-4(1H)-one), C(\C=C\C(=O)[O-])(=O)[O-] (Fumarate), FC1=C(C=CC=C1)N1CCNCC1 (1-(2-fluorophenyl)piperazine), C(C)O (ethanol). The solvent is O (water). Yields the product FC1=C(C=CC=C1)N1CCN(CC1)CCCOC=1C(=CC2=C(C3=C(C(O2)=O)CCC3)C1)OC (8-{3-[4-(2-fluorophenyl)-1-piperazinyl]propoxy}-2,3-dihydro-7-methoxy-cyclopenta[c][1]benzopyran-4(1H)-one). Isolated yield 59.0%. Reaction SMILES: Cl[CH2:2][CH2:3][CH2:4][O:5][C:6]1[C:7]([O:20][CH3:21])=[CH:8][C:9]2[O:14][C:13](=[O:15])[C:12]3[CH2:16][CH2:17][CH2:18][C:11]=3[C:10]=2[CH:19]=1.[F:22][C:23]1[CH:28]=[CH:27][CH:26]=[CH:25][C:24]=1[N:29]1[CH2:34][CH2:33][NH:32][CH2:31][CH2:30]1.C(O)C.C([O-])(=O)/C=C/C([O-])=O>O>[F:22][C:23]1[CH:28]=[CH:27][CH:26]=[CH:25][C:24]=1[N:29]1[CH2:34][CH2:33][N:32]([CH2:2][CH2:3][CH2:4][O:5][C:6]2[C:7]([O:20][CH3:21])=[CH:8][C:9]3[O:14][C:13](=[O:15])[C:12]4[CH2:16][CH2:17][CH2:18][C:11]=4[C:10]=3[CH:19]=2)[CH2:31][CH2:30]1. Reported procedure: Method B (50 h at 60° C.); starting materials: 8-(3-chloropropoxy)-2,3-dihydro-7-methoxy-cyclopenta[c][1]benzopyran-4(1H)-one (example 83) and 1-(2-fluorophenyl)piperazine; yield 59%; fusion point 148°-150° C. (from ethanol). Fumarate (×H2O): method E; yield 78%; the fusion point being 205°-210° C. (from water). Procedure details: In analogy to the procedure described for the preparation of intermediates B-1 [B], pyrrolidin-2-one has been coupled to 3-bromo-5-chloromethyl-pyridine (intermediate B-1 [A]) to yield the title compound as a white solid. MS: 251.1, 257.1 (M+H+). Product: BrC=1C=C(C=NC1)CN1C(CCC1)=O (1-(5-Bromo-pyridin-3-ylmethyl)-pyrrolidin-2-one). Reactants: N1C(CCC1)=O (pyrrolidin-2-one), BrC=1C=NC=C(C1)CCl (3-bromo-5-chloromethyl-pyridine). As a reaction SMILES: [NH:1]1[CH2:5][CH2:4][CH2:3][C:2]1=[O:6].[Br:7][C:8]1[CH:9]=[N:10][CH:11]=[C:12]([CH2:14]Cl)[CH:13]=1>>[Br:7][C:8]1[CH:13]=[C:12]([CH2:14][N:1]2[CH2:5][CH2:4][CH2:3][C:2]2=[O:6])[CH:11]=[N:10][CH:9]=1.